describe an organic reaction: reactants, conditions, products, and yield From a dataset of the Open Reaction Database (ORD), a public repository of structured organic reaction records. The reactants are ClC(Cl)Cl, O=[N+]([O-])O, Cc1cccc2c(O)cc(=O)oc12. The product is Cc1cccc2c(O)c([N+](=O)[O-])c(=O)oc12. RXN SMILES: [CH:18]([Cl:19])([Cl:20])[Cl:21].[OH:1][N+:2]([O-:3])=[O:4].[OH:5][c:6]1[cH:7][c:8](=[O:17])[o:9][c:10]2[c:11]([CH3:16])[cH:12][cH:13][cH:14][c:15]12>>[O-:1][N+:2](=[O:4])[c:7]1[c:6]([OH:5])[c:15]2[c:10]([o:9][c:8]1=[O:17])[c:11]([CH3:16])[cH:12][cH:13][cH:14]2.